This data is from the Open Reaction Database (ORD), a public repository of structured organic reaction records. The task is: describe an organic reaction: reactants, conditions, products, and yield Run in C(C)O (ethanol). Reaction SMILES: [N+:1]([C:4]1[CH:9]=[CH:8][N+:7]([O-])=[CH:6][C:5]=1[N:11]1[CH2:16][CH2:15][CH2:14][CH2:13][CH2:12]1)([O-])=O.[H][H]>C(O)C.[Pd]>[N:11]1([C:5]2[CH:6]=[N:7][CH:8]=[CH:9][C:4]=2[NH2:1])[CH2:12][CH2:13][CH2:14][CH2:15][CH2:16]1. Conditions: time 15 hour. Product: N1(CCCCC1)C=1C=NC=CC1N (3-(piperidin-1-yl)pyridin-4-amine). Starting materials: [N+](=O)([O-])C1=C(C=[N+](C=C1)[O-])N1CCCCC1 (4-nitro-3-(piperidin-1-yl)pyridine 1-oxide), [H][H] (hydrogen), N-oxide, nitro, amine, [H][H] (hydrogen). Reagents/catalysts: [Pd] (palladium on carbon), [Pd] (palladium on carbon), [Pd] (palladium on carbon). Isolated yield 73.0%. Procedure: To a solution of 4-nitro-3-(piperidin-1-yl)pyridine 1-oxide (1.0 equiv.) in ethanol, at a concentration of 0.1 M, was added 10% palladium on carbon (0.1 eq.). The resultant heterogeneous solution was put under an atmosphere of hydrogen and was stirred for 15 hours. At this time LC/MS analysis indicated that the nitro was reduced to the amine, but the N-oxide was remaining. More 10% palladium on carbon (0.2 eq.) was added and the mixture was resubmitted to a balloon atmosphere of hydrogen. After ... Starting materials: IC1=CC2=C(NCC(N2)=O)N=C1 (7-Iodo-3,4-dihydro-1H-pyrido[2,3-b]pyrazin-2-one), ClC=1C=CC(=C(CBr)C1)C(F)(F)F (5-chloro-2-(trifluoromethyl)benzyl bromide), ClC1=C(CN2C3=C(NCC2=O)N=CC(=C3)I)C=C(C=C1)C(F)(F)F (1-(2-chloro-5-trifluoromethylbenzyl)-7-iodo-3,4-dihydro-1H-pyrido[2,3-b]pyrazin-2-one). Product: ClC=1C=CC(=C(CN2C3=C(NCC2)N=CC(=C3)I)C1)C(F)(F)F (1-(5-Chloro-2-trifluoromethylbenzyl)-7-iodo-1,2,3,4-tetrahydropyrido[2,3-b]pyrazine). Yield: 17.0%. RXN SMILES: [I:1][C:2]1[CH:12]=[N:11][C:5]2[NH:6][CH2:7][C:8](=O)[NH:9][C:4]=2[CH:3]=1.[Cl:13][C:14]1[CH:15]=[CH:16][C:17]([C:22]([F:25])([F:24])[F:23])=[C:18]([CH:21]=1)[CH2:19]Br.ClC1C=CC(C(F)(F)F)=CC=1CN1C(=O)CNC2N=CC(I)=CC1=2>>[Cl:13][C:14]1[CH:15]=[CH:16][C:17]([C:22]([F:23])([F:24])[F:25])=[C:18]([CH:21]=1)[CH2:19][N:9]1[CH2:8][CH2:7][NH:6][C:5]2[N:11]=[CH:12][C:2]([I:1])=[CH:3][C:4]1=2. Reported procedure: 7-Iodo-3,4-dihydro-1H-pyrido[2,3-b]pyrazin-2-one (968 mg) was reacted with 5-chloro-2-(trifluoromethyl)benzyl bromide as in General Procedure 1. The resulting 1-(2-chloro-5-trifluoromethylbenzyl)-7-iodo-3,4-dihydro-1H-pyrido[2,3-b]pyrazin-2-one was reduced as in General Procedure 2 to give the title compound as an orange solid (17% yield). M.p. 189-191° C., LCMS: m/z=454.08 (M+H+), 1H-NMR (DMSO-d6, 400 MHz) δ 3.28-3.34 (m, 2H), 3.41-3.46 (m, 2H), 4.53 (s, 2H), 6.52 (s, 1H), 6.75 (s, 1H), 7.44 (s...